Dataset: the Open Reaction Database (ORD), a public repository of structured organic reaction records. Task: describe an organic reaction: reactants, conditions, products, and yield Starting materials: C(C1=CC=CC=C1)(=O)NN (benzoic acid hydrazide), CN=C=S (methyl isothiocyanate). Run in C1CCOC1 (THF), C1CCOC1 (THF). The product is C(C1=CC=CC=C1)(=O)NNC(=S)NC (1-Benzoyl-4-methvlthiosemicarbazide). Reaction SMILES: [C:1]([NH:9][NH2:10])(=[O:8])[C:2]1[CH:7]=[CH:6][CH:5]=[CH:4][CH:3]=1.[CH3:11][N:12]=[C:13]=[S:14]>C1COCC1>[C:1]([NH:9][NH:10][C:13]([NH:12][CH3:11])=[S:14])(=[O:8])[C:2]1[CH:7]=[CH:6][CH:5]=[CH:4][CH:3]=1. Reported procedure: To a stirred solution of benzoic acid hydrazide (2.35 g, 1.73×10-2 mole) and THF (50 ml) was added a solution of methyl isothiocyanate (1.14 g, 1.56×10-2 mole) and THF (50 ml). The reaction was then refluxed for 2 hours before being cooled. The precipitate was collected by filtration and crystallized from ethanol, affording a colorless solid, Mp 199°-200° C. Reactants: N1CCNCCNCC1 (1,4,7-triazacyclononane), BrC1CCC(N1OCC1=CC=CC=C1)=O (5-bromo-1-benzyloxy-2-pyrrolidone), N,N′,N″-Tris(1-oxy-2-pyrrolidone-5-yl)-1,4,7-triazacyclononane. Yields the product CN(C(=O)CN1CCN(CCN(CC1)CC(N(C)OCC1=CC=CC=C1)=O)CC(N(C)OCC1=CC=CC=C1)=O)OCC1=CC=CC=C1 (N,N′,N″-Tris[(N-methyl-N-benzyloxycarbamoyl)methyl]1,4,7-triazacyclononane). Reaction SMILES: [NH:1]1[CH2:9][CH2:8][NH:7][CH2:6][CH2:5][NH:4][CH2:3][CH2:2]1.Br[CH:11]1[N:15]([O:16][CH2:17][C:18]2[CH:23]=[CH:22][CH:21]=[CH:20][CH:19]=2)[C:14](=[O:24])[CH2:13]C1>>[CH3:11][N:15]([O:16][CH2:17][C:18]1[CH:23]=[CH:22][CH:21]=[CH:20][CH:19]=1)[C:14]([CH2:13][N:1]1[CH2:9][CH2:8][N:7]([CH2:13][C:14](=[O:24])[N:15]([O:16][CH2:17][C:18]2[CH:19]=[CH:20][CH:21]=[CH:22][CH:23]=2)[CH3:11])[CH2:6][CH2:5][N:4]([CH2:13][C:14](=[O:24])[N:15]([O:16][CH2:17][C:18]2[CH:23]=[CH:22][CH:21]=[CH:20][CH:19]=2)[CH3:11])[CH2:3][CH2:2]1)=[O:24]. Procedure: From 1,4,7-triazacyclononane (1.1.3), 5-bromo-1-benzyloxy-2-pyrrolidone (1.2.6.11) and base. 1.3.5.15 N,N′,N″-Tris(1-oxy-2-pyrrolidone-5-yl)-1,4,7-triazacyclononane. The reactants are C1(=CC=C(C=C1)S(=O)(=O)O)C (p-toluenesulfonic acid), CN(CC#CC1(CC2=C(SC3=C1C=C(C=C3)Cl)C=CC=C2)O)C (10-[3-(dimethylamino)-1-propynyl]-8-chloro-10,11-dihydro-dibenzo[b,f]-thiepin-10-ol). The solvent is CC=1C=CC=CC1C (o-xylene). The product is CN(C)CC#CC1=CC2=C(SC3=C1C=C(C=C3)Cl)C=CC=C2 (N,N-dimethyl-3-(8-chloro-dibenzo[b,f]thiepin-10-yl)-2-propynylamine). Reaction SMILES: C1(C)C=CC(S(O)(=O)=O)=CC=1.[CH3:12][N:13]([CH3:34])[CH2:14][C:15]#[C:16][C:17]1(O)[C:23]2[CH:24]=[C:25]([Cl:28])[CH:26]=[CH:27][C:22]=2[S:21][C:20]2[CH:29]=[CH:30][CH:31]=[CH:32][C:19]=2[CH2:18]1>CC1C=CC=CC=1C>[CH3:12][N:13]([CH2:14][C:15]#[C:16][C:17]1[C:23]2[CH:24]=[C:25]([Cl:28])[CH:26]=[CH:27][C:22]=2[S:21][C:20]2[CH:29]=[CH:30][CH:31]=[CH:32][C:19]=2[CH:18]=1)[CH3:34]. Procedure details: 63 G. of p-toluenesulfonic acid and 1,800 ml. of o-xylene are heated to boiling and the water present is distilled. The solution is reacted with 90 g. of 10-[3-(dimethylamino)-1-propynyl]-8-chloro-10,11-dihydro-dibenzo[b,f]-thiepin-10-ol. The reaction mixture is maintained at the boiling temperature for 45 minutes, whereby the remaining water is distilled. The mixture is cooled and poured into 90 ml. of 2N aqueous sodium hydroxide. The aqueous phase is extracted with ether. The resulting organic... Reported procedure: methyl 6-cyano-2-methylnicotinate was synthesized from methyl 2-methylnicotinate following the general procedure as described for 4-isopropyl-2-pyridylmethylamine. Starting materials: CC1=C(C(=O)OC)C=CC=N1 (methyl 2-methylnicotinate), C(C)(C)C1=CC(=NC=C1)CN (4-isopropyl-2-pyridylmethylamine). RXN SMILES: [CH3:1][C:2]1[N:11]=[CH:10][CH:9]=[CH:8][C:3]=1[C:4]([O:6][CH3:7])=[O:5].C(C1C=C[N:18]=[C:17](CN)C=1)(C)C>>[C:17]([C:10]1[CH:9]=[CH:8][C:3]([C:4]([O:6][CH3:7])=[O:5])=[C:2]([CH3:1])[N:11]=1)#[N:18]. Product: C(#N)C1=NC(=C(C(=O)OC)C=C1)C (methyl 6-cyano-2-methylnicotinate). Starting materials: Cl.CN(C)CCON (dimethylaminoethoxyamine hydrochloride), [N+](=O)([O-])C1=CC=C(C=C2C(CCCC2)=O)C=C1 (2-(p-nitrobenzal)-cyclohexanone). The product is CN(C)CCON=C1C(CCCC1)=CC1=CC=C(C=C1)[N+](=O)[O-] (1-(N-Dimethylaminoethoxyimino)-2-(p-nitrobenzal)-cyclohexane). As a reaction SMILES: Cl.[CH3:2][N:3]([CH2:5][CH2:6][O:7][NH2:8])[CH3:4].[N+:9]([C:12]1[CH:25]=[CH:24][C:15]([CH:16]=[C:17]2[CH2:22][CH2:21][CH2:20][CH2:19][C:18]2=O)=[CH:14][CH:13]=1)([O-:11])=[O:10]>>[CH3:2][N:3]([CH2:5][CH2:6][O:7][N:8]=[C:18]1[CH2:19][CH2:20][CH2:21][CH2:22][C:17]1=[CH:16][C:15]1[CH:14]=[CH:13][C:12]([N+:9]([O-:11])=[O:10])=[CH:25][CH:24]=1)[CH3:4] |f:0.1|. Reported procedure: On starting from 17.7 g (0.1 moles) of dimethylaminoethoxyamine hydrochloride and 23.1 g (0.1 moles) of 2-(p-nitrobenzal)-cyclohexanone, one proceeds in the way as specified in Example 32. Yields the product C(C1=CC=CC=C1)NC(NC1=CC=C(CN2N=C(C(=C2C)CC(=O)O)C)C=C1)=O ({1-[4-(3-Benzyl-ureido)-benzyl]-3,5-dimethyl-1H-pyrazol-4-yl}-acetic acid). RXN SMILES: NC(N)=O.C[O:6][C:7](=[O:24])[CH2:8][C:9]1[C:10]([CH3:23])=[N:11][N:12]([CH2:15][C:16]2[CH:21]=[CH:20][C:19]([NH2:22])=[CH:18][CH:17]=2)[C:13]=1[CH3:14].[CH2:25]([N:32]=[C:33]=[O:34])[C:26]1[CH:31]=[CH:30][CH:29]=[CH:28][CH:27]=1>ClCCl>[CH2:25]([NH:32][C:33](=[O:34])[NH:22][C:19]1[CH:20]=[CH:21][C:16]([CH2:15][N:12]2[C:13]([CH3:14])=[C:9]([CH2:8][C:7]([OH:6])=[O:24])[C:10]([CH3:23])=[N:11]2)=[CH:17][CH:18]=1)[C:26]1[CH:31]=[CH:30][CH:29]=[CH:28][CH:27]=1. Conditions: time 1 hour. The solvent is ClCCl (dichloromethane). Starting materials: NC(=O)N (Urea), COC(CC=1C(=NN(C1C)CC1=CC=C(C=C1)N)C)=O ([1-(4-amino-benzyl)-3,5-dimethyl-1H-pyrazol-4-yl]-acetic acid methyl ester), COC(CC=1C(=NN(C1C)CC1=CC=C(C=C1)N)C)=O ([1-(4-amino-benzyl)-3,5-dimethyl-1H-pyrazol-4-yl]-acetic acid methyl ester), C(C1=CC=CC=C1)N=C=O (benzyl isocyanate). Reported procedure: Urea formation: To a solution of [1-(4-amino-benzyl)-3,5-dimethyl-1H-pyrazol-4-yl]-acetic acid methyl ester (intermediate 1.1.3, 160 mg, 0.59 mmol) in dichloromethane (2 mL) was added benzyl isocyanate (94 μL, 0.76 mmol). The reaction mixture was stirred for 1 h at room temperature. Saponification: After removing the volatiles under reduced pressure, the remaining residue was dissolved in methanol (1 mL) and treated with aqueous LiOH solution (1 M, 1.5 mL). After 18 h, the mixture was neutralize... The reactants are Cl (hydrochloride), Cl (hydrogen chloride), CC(C)(OC(=O)NNC1CCN(CC1)C(=O)OCC1C2=CC=CC=C2C=2C=CC=CC12)C (N-(1,1-dimethylethoxycarbonyl)-N′-[1-(9H-fluoren-9-ylmethoxycarbonyl)-4-piperidinyl]-hydrazine). Solvent: C(C)(=O)OCC (ethyl acetate), FC(C(=O)O)(F)F (trifluoroacetic acid). Reaction conditions: time 1 hour. Yields the product Cl.C1=CC=CC=2C3=CC=CC=C3C(C12)COC(=O)N1CCC(CC1)NN ([1-(9H-fluoren-9-ylmethoxycarbonyl)-4-piperidinyl]hydrazine-hydrochloride). RXN SMILES: CC(C)(OC([NH:7][NH:8][CH:9]1[CH2:14][CH2:13][N:12]([C:15]([O:17][CH2:18][CH:19]2[C:31]3[CH:30]=[CH:29][CH:28]=[CH:27][C:26]=3[C:25]3[C:20]2=[CH:21][CH:22]=[CH:23][CH:24]=3)=[O:16])[CH2:11][CH2:10]1)=O)C.[ClH:33]>FC(F)(F)C(O)=O.C(OCC)(=O)C>[ClH:33].[CH:30]1[C:31]2[CH:19]([CH2:18][O:17][C:15]([N:12]3[CH2:13][CH2:14][CH:9]([NH:8][NH2:7])[CH2:10][CH2:11]3)=[O:16])[C:20]3[C:25](=[CH:24][CH:23]=[CH:22][CH:21]=3)[C:26]=2[CH:27]=[CH:28][CH:29]=1 |f:4.5|. Procedure: 21.8 g (0.0498 mol) of N-(1,1-dimethylethoxycarbonyl)-N′-[1-(9H-fluoren-9-ylmethoxycarbonyl)-4-piperidinyl]-hydrazine were dissolved in 100 ml of trifluoroacetic acid and stirred for 1 hour at room temperature. The excess trifluoroacetic acid was removed in vacuo, the residue was dissolved in 50 ml of water and made alkaline with 10% aqueous sodium carbonate solution. The solution was extracted thoroughly with dichloromethane, the combined extracts were dried over magnesium sulphate and evaporat... Reactants: C(C)(C)(C)OC(=O)N[C@@H](C(=O)O)C(C)(C)C ((R)-2-tert-Butoxycarbonylamino-3,3-dimethyl-butyric Acid), N1=C(F)N=C(F)N=C1F (cyanuric fluoride), N1=CC=CC=C1 (pyridine). Run in C(Cl)Cl (CH2Cl2). Run at time 15 minute. Product: C(C)(C)(C)OC(N[C@H](C(C)(C)C)C(=O)F)=O ((R)-(1-Fluorocarbonyl-2,2-dimethyl-propyl)-carbamic Acid tert-butyl Ester). Yield: 65.2%. Reaction SMILES: [C:1]([O:5][C:6]([NH:8][C@H:9]([C:13]([CH3:16])([CH3:15])[CH3:14])[C:10](O)=[O:11])=[O:7])([CH3:4])([CH3:3])[CH3:2].N1C(F)=NC(F)=NC=1[F:19].N1C=CC=CC=1>C(Cl)Cl>[C:1]([O:5][C:6](=[O:7])[NH:8][C@@H:9]([C:10]([F:19])=[O:11])[C:13]([CH3:16])([CH3:15])[CH3:14])([CH3:4])([CH3:3])[CH3:2]. Procedure: To an oven-dried, septaed 25 mL round-bottom flask, cooled under an argon atmosphere, and charged with 24h (170.3 mg, 0.74 mmol) was added 2.0 mL freshly distilled CH2Cl2 under argon. The reaction was cooled to −15 C and to the flask was added cyanuric fluoride (335 μL, 3.7 mmol). The reaction was stirred at −15 C for 15 minutes then anhydrous pyridine (60 μL, 0.74 mmol) was added. Stirring was maintained at −15 C for 60 minutes. Without warming, the crude reaction was poured over ice, and immed... The solvent is C1(=CC=CC=C1)C (toluene). Starting materials: ClC1=NC=CC2=C(C=CC=C12)NC1CCN(CC1)C(=O)OC(C)(C)C (4-(1-chloro-5-isoquinolyl)amino-1-(tert-butoxycarbonyl)piperidine), COC1=CC=C(CN)C=C1 (4-methoxybenzylamine), C(C)(C)(C)P(C1=C(C=CC=C1)C1=CC=CC=C1)C(C)(C)C (2-(di-tert-butylphosphino)biphenyl), CC(C)([O-])C.[Na+] (sodium tert-butoxide). Product: COC1=CC=C(CNC2=NC=CC3=C(C=CC=C23)NC2CCN(CC2)C(=O)OC(C)(C)C)C=C1 (4-[1-(4-methoxybenzyl)amino-5-isoquinolyl]amino-1-(tert-butoxycarbonyl)piperidine). RXN SMILES: Cl[C:2]1[C:11]2[C:6](=[C:7]([NH:12][CH:13]3[CH2:18][CH2:17][N:16]([C:19]([O:21][C:22]([CH3:25])([CH3:24])[CH3:23])=[O:20])[CH2:15][CH2:14]3)[CH:8]=[CH:9][CH:10]=2)[CH:5]=[CH:4][N:3]=1.[CH3:26][O:27][C:28]1[CH:35]=[CH:34][C:31]([CH2:32][NH2:33])=[CH:30][CH:29]=1.C(P(C(C)(C)C)C1C=CC=CC=1C1C=CC=CC=1)(C)(C)C.CC(C)([O-])C.[Na+]>C1(C)C=CC=CC=1.C1C=CC(/C=C/C(/C=C/C2C=CC=CC=2)=O)=CC=1.C1C=CC(/C=C/C(/C=C/C2C=CC=CC=2)=O)=CC=1.C1C=CC(/C=C/C(/C=C/C2C=CC=CC=2)=O)=CC=1.[Pd].[Pd]>[CH3:26][O:27][C:28]1[CH:35]=[CH:34][C:31]([CH2:32][NH:33][C:2]2[C:11]3[C:6](=[C:7]([NH:12][CH:13]4[CH2:14][CH2:15][N:16]([C:19]([O:21][C:22]([CH3:25])([CH3:24])[CH3:23])=[O:20])[CH2:17][CH2:18]4)[CH:8]=[CH:9][CH:10]=3)[CH:5]=[CH:4][N:3]=2)=[CH:30][CH:29]=1 |f:3.4,6.7.8.9.10|. Run at temperature 70 celsius, time 1 hour. Procedure: A suspension of Intermediate 84 (235 mg), 4-methoxybenzylamine (110 μl), tris(dibenzylideneacetone)dipalladium(0) (30.4 mg), 2-(di-tert-butylphosphino)biphenyl (41.0 mg) and sodium tert-butoxide (93.6 mg) in toluene (4.5 ml) was stirred at 70° C. for 1 hour. The reaction mixture was filtered through a Celite layer, and the solvent was evaporated under reduced pressure. Then, the residue was purified by silica gel column chromatography (n-hexane:ethyl acetate=3:1) to obtain the title compound (27... The reagents and catalysts are C=1C=CC(=CC1)/C=C/C(=O)/C=C/C2=CC=CC=C2.C=1C=CC(=CC1)/C=C/C(=O)/C=C/C2=CC=CC=C2.C=1C=CC(=CC1)/C=C/C(=O)/C=C/C2=CC=CC=C2.[Pd].[Pd] (tris(dibenzylideneacetone)dipalladium(0)).